From a dataset of the Open Reaction Database (ORD), a public repository of structured organic reaction records. describe an organic reaction: reactants, conditions, products, and yield Starting materials: CC(C)C(NC(=O)OCc1ccccc1)C(=O)N1CCCC1C(=O)OC(C)(C)C, ClCCl, Cc1ccccc1, O=C(O)C(F)(F)F. Yields the product CC(C)C(NC(=O)OCc1ccccc1)C(=O)N1CCCC1C(=O)O. As a reaction SMILES: [C:8]([CH3:9])([CH3:10])([CH3:11])[O:12][C:13]([CH:14]1[N:15]([C:19]([CH:20]([NH:21][C:22](=[O:23])[O:24][CH2:25][c:26]2[cH:27][cH:28][cH:29][cH:30][cH:31]2)[CH:32]([CH3:33])[CH3:34])=[O:35])[CH2:16][CH2:17][CH2:18]1)=[O:36].[CH2:44]([Cl:45])[Cl:46].[CH3:37][c:38]1[cH:39][cH:40][cH:41][cH:42][cH:43]1.[OH:1][C:2]([C:3]([F:4])([F:5])[F:6])=[O:7]>>[O:12]=[C:13]([CH:14]1[N:15]([C:19]([CH:20]([NH:21][C:22](=[O:23])[O:24][CH2:25][c:26]2[cH:27][cH:28][cH:29][cH:30][cH:31]2)[CH:32]([CH3:33])[CH3:34])=[O:35])[CH2:16][CH2:17][CH2:18]1)[OH:36]. Starting materials: N(=O)[O-].[Na+] (sodium nitrite), COC1=CC=C(N)C=C1 (p-methoxy aniline), C1(=CC=CC=C1)O (phenol), [OH-].[Na+] (sodium hydroxide), C([O-])([O-])=O.[Na+].[Na+] (sodium carbonate). The solvent is O (water), Cl (hydrochloric acid), O (water), Cl (hydrochloric acid), O (water). Reaction conditions: time 15 minute. Yields the product Compound 4, OC1=CC=C(C=C1)N=NC1=CC=C(C=C1)OC (4-hydroxyl-4'-methoxyazobenzene). The yield is 82.0%. As a reaction SMILES: [CH3:1][O:2][C:3]1[CH:9]=[CH:8][C:6]([NH2:7])=[CH:5][CH:4]=1.[N:10]([O-])=O.[Na+].[C:14]1([OH:20])[CH:19]=[CH:18][CH:17]=[CH:16][CH:15]=1.[OH-].[Na+].C(=O)([O-])[O-].[Na+].[Na+]>Cl.O>[OH:20][C:14]1[CH:19]=[CH:18][C:17]([N:10]=[N:7][C:6]2[CH:8]=[CH:9][C:3]([O:2][CH3:1])=[CH:4][CH:5]=2)=[CH:16][CH:15]=1 |f:1.2,4.5,6.7.8|. Procedure details: 0.1 moles of p-methoxy aniline was dissolved in 28 ml of concentrated hydrochloric acid and 28 ml of water was added. Then 0.1 moles of sodium nitrite was dissolved in 350 ml of water and the solution was dropped slowly at 0-5° c into the aforementioned solution. 10 g of phenol, 4 g of sodium hydroxide and 21 g of sodium carbonate were dissolved in 350 ml of water and then added dropwisely into the above cold mixed solution at 0-5° C. After 15 minutes, hydrochloric acid with a pH at 2-3 was adde...